This data is from the Open Reaction Database (ORD), a public repository of structured organic reaction records. The task is: describe an organic reaction: reactants, conditions, products, and yield RXN SMILES: [C:1]([O:5][C:6]([N:8]1[CH2:13][CH2:12][N:11]([C:14]2[CH:19]=[CH:18][C:17]([NH2:20])=[CH:16][CH:15]=2)[CH2:10][CH2:9]1)=[O:7])([CH3:4])([CH3:3])[CH3:2].CC(C)([O-])C.[Na+].Cl[C:28]1[N:29]=[CH:30][C:31]2[CH:36]=[CH:35][N:34]([CH:37]([CH2:40][CH3:41])[CH2:38][CH3:39])[C:32]=2[N:33]=1.C1C=CC(P(C2C(C3C(P(C4C=CC=CC=4)C4C=CC=CC=4)=CC=C4C=3C=CC=C4)=C3C(C=CC=C3)=CC=2)C2C=CC=CC=2)=CC=1>O1CCOCC1.C1C=CC(/C=C/C(/C=C/C2C=CC=CC=2)=O)=CC=1.C1C=CC(/C=C/C(/C=C/C2C=CC=CC=2)=O)=CC=1.C1C=CC(/C=C/C(/C=C/C2C=CC=CC=2)=O)=CC=1.[Pd].[Pd]>[C:1]([O:5][C:6]([N:8]1[CH2:13][CH2:12][N:11]([C:14]2[CH:15]=[CH:16][C:17]([NH:20][C:28]3[N:29]=[CH:30][C:31]4[CH:36]=[CH:35][N:34]([CH:37]([CH2:40][CH3:41])[CH2:38][CH3:39])[C:32]=4[N:33]=3)=[CH:18][CH:19]=2)[CH2:10][CH2:9]1)=[O:7])([CH3:4])([CH3:2])[CH3:3] |f:1.2,6.7.8.9.10|. The reagents and catalysts are C=1C=CC(=CC1)/C=C/C(=O)/C=C/C2=CC=CC=C2.C=1C=CC(=CC1)/C=C/C(=O)/C=C/C2=CC=CC=C2.C=1C=CC(=CC1)/C=C/C(=O)/C=C/C2=CC=CC=C2.[Pd].[Pd] (Pd2(dba)3). Isolated yield 89.9%. The product is C(C)(C)(C)OC(=O)N1CCN(CC1)C1=CC=C(C=C1)NC=1N=CC2=C(N1)N(C=C2)C(CC)CC (4-{4-[7-(1-ethyl-propyl)-7H-pyrrolo[2,3-d]pyrimidin-2-ylamino]-phenyl}-piperazine-1-carboxylic acid tert-butyl ester). Procedure details: To a mixture of 4-(4-amino-phenyl)-piperazine-1-carboxylic acid tert-butyl ester (133 mg, 0.48 mmol) and sodium tert-butoxide (57.6 mg, 0.6 mmol) in 1,4-dioxane (0.5 mL) is added a solution of 2-chloro-7-(1-ethyl-propyl)-7H-pyrrolo[2,3-d]pyrimidine (90 mg, 0.4 mmol) in 1,4-dioxane (1.0 mL), Pd2(dba)3 (18.3 mg, 0.02 mmol) and BINAP (25 mg, 0.04 mmol). The mixture is degassed, and heated at 100° C. for 3 h. The mixture is cooled to room temperature, diluted with EtOAc, and filtered through celite.... The solvent is O1CCOCC1 (1,4-dioxane), O1CCOCC1 (1,4-dioxane). Run at temperature 100 celsius. Reactants: ClC=1N=CC2=C(N1)N(C=C2)C(CC)CC (2-chloro-7-(1-ethyl-propyl)-7H-pyrrolo[2,3-d]pyrimidine), C=1C=CC(=CC1)P(C=2C=CC=CC2)C3=CC=C4C=CC=CC4=C3C5=C6C=CC=CC6=CC=C5P(C=7C=CC=CC7)C=8C=CC=CC8 (BINAP), C(C)(C)(C)OC(=O)N1CCN(CC1)C1=CC=C(C=C1)N (4-(4-amino-phenyl)-piperazine-1-carboxylic acid tert-butyl ester), CC(C)([O-])C.[Na+] (sodium tert-butoxide). Reactants: aqueous mixture, [OH-].[K+] (potassium hydroxide), C(C)OC(C1=CC=CC=C1)=O (benzoic acid ethyl ester). The solvent is C(C)O (ethanol). Product: C(C1=CC=CC=C1)(=O)O (benzoic acid). RXN SMILES: C([O:3][C:4](=[O:11])[C:5]1[CH:10]=[CH:9][CH:8]=[CH:7][CH:6]=1)C.[OH-].[K+]>C(O)C>[C:4]([OH:11])(=[O:3])[C:5]1[CH:10]=[CH:9][CH:8]=[CH:7][CH:6]=1 |f:1.2|. Reported procedure: A suspension of 4-(7-methyl-2,4-bis-pyrrolidin-1-yl-7H-pyrrolo 2,3-d!pyrimidin-6-yl)benzoic acid ethyl ester (EXAMPLE 180, 2.04 g) in ethanol (95%, 80 ml) is treated with 240 ml of a 0.1N aqueous mixture of potassium hydroxide. The mixture is heated at reflux for two days and then partially concentrated under reduced pressure. The resulting mixture is poured onto 300 ml of 5% aqueous hydrochloric acid and extracted with 5 portions of chloroform. The combined organics are dried and concentrated, ... Starting materials: CCCOc1ccc(OC(C)=O)cc1OC, CO, [Na+], [OH-]. The product is CCCOc1ccc(O)cc1OC. As a reaction SMILES: [C:1](=[O:2])([CH3:3])[O:4][c:5]1[cH:6][cH:7][c:8]([O:13][CH2:14][CH2:15][CH3:16])[c:9]([O:11][CH3:12])[cH:10]1.[CH3:19][OH:20].[Na+:18].[OH-:17]>>[OH:4][c:5]1[cH:6][cH:7][c:8]([O:13][CH2:14][CH2:15][CH3:16])[c:9]([O:11][CH3:12])[cH:10]1.